This data is from the Open Reaction Database (ORD), a public repository of structured organic reaction records. The task is: describe an organic reaction: reactants, conditions, products, and yield The yield is 69.3%. The reactants are CN1C(N(C(C=C1N1CCN(CC1)CCO)=O)C)=O (1,3-dimethyl-6-[4-(2-hydroxyethyl)piperazin-1-yl]-2,4(1H,3H)-pyrimidinedione), CN1C(N(C(C=C1N1CCN(CC1)CCO)=O)C)=O (1,3-dimethyl-6-[4-(2-hydroxyethyl)piperazin-1-yl]-2,4(1H,3H)-pyrimidinedione), [N+](=O)([O-])C1=CC=C(C=C1)O (4-nitrophenol), C1(=CC=CC=C1)P(C1=CC=CC=C1)C1=CC=CC=C1 (triphenylphosphine). Solvent: O1CCCC1 (tetrahydrofuran). The product is CN1C(N(C(C=C1N1CCN(CC1)CCOC1=CC=C(C=C1)[N+](=O)[O-])=O)C)=O (1,3-dimethyl-6-{4-[2-(4-nitrophenoxy)ethyl]piperazin-1-yl}-2,4(1H,3H)-pyrimidinedione). Procedure details: To 100 ml of anhydrous tetrahydrofuran were added 5.37 g of 1,3-dimethyl-6-[4-(2-hydroxyethyl)piperazin-1-yl]-2,4(1H,3H)-pyrimidinedione (compound 41), 3.20 g of 4-nitrophenol and 6.03 g of triphenylphosphine, and the resulting mixture was treated in the same manner as in Example 20-(2) to obtain 5.40 g of crystalline 1,3-dimethyl-6-{4-[2-(4-nitrophenoxy)ethyl]piperazin-1-yl}-2,4(1H,3H)-pyrimidinedione. Reaction SMILES: [CH3:1][N:2]1[C:7]([N:8]2[CH2:13][CH2:12][N:11]([CH2:14][CH2:15][OH:16])[CH2:10][CH2:9]2)=[CH:6][C:5](=[O:17])[N:4]([CH3:18])[C:3]1=[O:19].[N+:20]([C:23]1[CH:28]=[CH:27][C:26](O)=[CH:25][CH:24]=1)([O-:22])=[O:21].C1(P(C2C=CC=CC=2)C2C=CC=CC=2)C=CC=CC=1>O1CCCC1>[CH3:1][N:2]1[C:7]([N:8]2[CH2:13][CH2:12][N:11]([CH2:14][CH2:15][O:16][C:26]3[CH:27]=[CH:28][C:23]([N+:20]([O-:22])=[O:21])=[CH:24][CH:25]=3)[CH2:10][CH2:9]2)=[CH:6][C:5](=[O:17])[N:4]([CH3:18])[C:3]1=[O:19]. The reactants are C(C)(=O)OCCCCCCCCCCC1=C(C(C(=C(C1=O)OC)OC)=O)C (6-(10-acetoxydecyl)-2,3-dimethoxy-5-methyl-1,4-benzoquinone). Run in Cl (hydrochloric acid), CO (methanol). Reaction conditions: time 8 hour. Product: OCCCCCCCCCCC1=C(C(C(=C(C1=O)OC)OC)=O)C (6-(10-hydroxydecyl)-2,3-dimethoxy-5-methyl-1,4-benzoquinone). Isolated yield 59.9%. Reaction SMILES: C([O:4][CH2:5][CH2:6][CH2:7][CH2:8][CH2:9][CH2:10][CH2:11][CH2:12][CH2:13][CH2:14][C:15]1[C:20](=[O:21])[C:19]([O:22][CH3:23])=[C:18]([O:24][CH3:25])[C:17](=[O:26])[C:16]=1[CH3:27])(=O)C>Cl.CO>[OH:4][CH2:5][CH2:6][CH2:7][CH2:8][CH2:9][CH2:10][CH2:11][CH2:12][CH2:13][CH2:14][C:15]1[C:20](=[O:21])[C:19]([O:22][CH3:23])=[C:18]([O:24][CH3:25])[C:17](=[O:26])[C:16]=1[CH3:27]. Procedure details: In a mixture of 0.04 ml of concentrated hydrochloric acid and 11 ml of methanol was dissolved 216 mg of 6-(10-acetoxydecyl)-2,3-dimethoxy-5-methyl-1,4-benzoquinone, and the solution was left standing overnight at room temperature. The reaction solution was concentrated under reduced pressure and the concentrate was diluted with water, which was subjected to extraction with ethyl acetate. The extract was washed with a saturated aqueous solution of sodium chloride, then dried. The solvent was evap... The reactants are C([O-])([O-])=O.[K+].[K+] (Potassium carbonate), ClC=1N=CC2=CC=C(C=C2C1)C#C[Si](C)(C)C (3-chloro-6-((trimethylsilyl)ethynyl)isoquinoline), C(C)(=O)OCC (Ethyl acetate). Solvent: CO (methanol). Run at time 1 hour. Product: ClC=1N=CC2=CC=C(C=C2C1)C#C (3-Chloro-6-ethynylisoquinoline). The yield is 89.6%. RXN SMILES: C(=O)([O-])[O-].[K+].[K+].[Cl:7][C:8]1[N:9]=[CH:10][C:11]2[C:16]([CH:17]=1)=[CH:15][C:14]([C:18]#[C:19][Si](C)(C)C)=[CH:13][CH:12]=2.C(OCC)(=O)C>CO>[Cl:7][C:8]1[N:9]=[CH:10][C:11]2[C:16]([CH:17]=1)=[CH:15][C:14]([C:18]#[CH:19])=[CH:13][CH:12]=2 |f:0.1.2|. Procedure: Potassium carbonate (9 mg, 0.0654 mmol) was added to a solution of 3-chloro-6-((trimethylsilyl)ethynyl)isoquinoline (Preparation 51, 170 mg, 0.654 mmol) in methanol (1 mL) and the reaction was stirred for 1 hour. Ethyl acetate (20 mL) was added and the organic solution was washed with water (20 mL), brine (20 mL), dried over sodium sulphate and concentrated in vacuo. The residue was purified by silica gel column chromatography eluting with 50% hexane in dichloromethane to afford the title compou... The reagents and catalysts are [Pd] (palladium-on-charcoal). The product is N[C@H](C(=O)O)CCC1=NC=C(C=C1)N ((S)-α,5-diamino-2-pyridinebutanoic acid). As a reaction SMILES: [N+:1]([C:4]1[CH:5]=[CH:6][C:7]([CH2:10][CH2:11][C@H:12]([NH:23]C(OCC2C=CC=CC=2)=O)[C:13]([O:15]CC2C=CC=CC=2)=[O:14])=[N:8][CH:9]=1)([O-])=O.C.[H][H]>CO.O.[Pd]>[NH2:23][C@@H:12]([CH2:11][CH2:10][C:7]1[CH:6]=[CH:5][C:4]([NH2:1])=[CH:9][N:8]=1)[C:13]([OH:15])=[O:14]. Solvent: CO (methanol), O (water). Reactants: [N+](=O)([O-])C=1C=CC(=NC1)CC[C@@H](C(=O)OCC1=CC=CC=C1)NC(=O)OCC1=CC=CC=C1 (phenylmethyl (S)-5-nitro-α-[[(phenylmethoxy)carbonyl]amino]-2-pyridinebutanoate), C (charcoal), [H][H] (hydrogen). Yield: 91.3%. Reported procedure: A mixture of 5.16 g (11.5 mmol) of phenylmethyl (S)-5-nitro-α-[[(phenylmethoxy)carbonyl]amino]-2-pyridinebutanoate, 2 g of active charcoal and 0.77 g of active palladium-on-charcoal in 100 ml of methanol and 100 ml of water is stirred for 4 days at 50 psi of hydrogen at room temperature. The reaction medium is filtered through a cake of Celite and the cake is rinsed with 3×50 ml of boiling water. The aqueous phases are combined and concentrated under reduced pressure. 2.05 g of (S)-α,5-diamino-2...